Dataset: the Open Reaction Database (ORD), a public repository of structured organic reaction records. Task: describe an organic reaction: reactants, conditions, products, and yield Reactants: [BH4-], COc1ccc2c(c1OCC#N)CCC=C2, CCO, [Na+]. Yields the product COc1ccc2c(c1OCC#N)CCCC2. Reaction SMILES: [BH4-:17].[C:1](#[N:2])[CH2:3][O:4][c:5]1[c:6]2[c:11]([cH:12][cH:13][c:14]1[O:15][CH3:16])[CH:10]=[CH:9][CH2:8][CH2:7]2.[CH3:19][CH2:20][OH:21].[Na+:18]>>[C:1](#[N:2])[CH2:3][O:4][c:5]1[c:6]2[c:11]([cH:12][cH:13][c:14]1[O:15][CH3:16])[CH2:10][CH2:9][CH2:8][CH2:7]2. Starting materials: CN(C)CCOc1cccc(N)c1, COc1ccc(-c2nc3ccccn3c2-c2ccnc(Cl)n2)cc1C#N, Cl, Cl, Cl, OC(F)(F)CF, [Na+], O=C([O-])O. Yields the product COc1ccc(-c2nc3ccccn3c2-c2ccnc(Nc3cccc(OCCN(C)C)c3)n2)cc1C#N. RXN SMILES: [CH3:29][N:30]([CH2:31][CH2:32][O:33][c:34]1[cH:35][c:36]([NH2:37])[cH:38][cH:39][cH:40]1)[CH3:41].[Cl:1][c:2]1[n:3][cH:4][cH:5][c:6](-[c:8]2[c:9](-[c:17]3[cH:18][cH:19][c:20]([O:25][CH3:26])[c:21]([C:22]#[N:23])[cH:24]3)[n:10][c:11]3[n:12]2[cH:13][cH:14][cH:15][cH:16]3)[n:7]1.[ClH:27].[ClH:28].[ClH:42].[F:48][CH2:49][C:50]([F:51])([F:52])[OH:53].[Na+:47].[O-:43][C:44]([OH:45])=[O:46]>>[c:2]1([NH:37][c:36]2[cH:35][c:34]([O:33][CH2:32][CH2:31][N:30]([CH3:29])[CH3:41])[cH:40][cH:39][cH:38]2)[n:3][cH:4][cH:5][c:6](-[c:8]2[c:9](-[c:17]3[cH:18][cH:19][c:20]([O:25][CH3:26])[c:21]([C:22]#[N:23])[cH:24]3)[n:10][c:11]3[n:12]2[cH:13][cH:14][cH:15][cH:16]3)[n:7]1. As a reaction SMILES: [N:1]1[N:10]2[C:4]([CH2:5][NH:6][C:7]3[CH:14]=[CH:13][CH:12]=[CH:11][C:8]=3[CH2:9]2)=[CH:3][CH:2]=1.[Cl:15][C:16]1[CH:33]=[C:32]([Cl:34])[CH:31]=[CH:30][C:17]=1[C:18]([NH:20][C:21]1[CH:29]=[CH:28][C:24]([C:25](Cl)=[O:26])=[CH:23][CH:22]=1)=[O:19].C(N(C(C)C)CC)(C)C.[Cl:44]CCl>>[N:1]1[N:10]2[C:4]([CH2:5][N:6]([C:25]([C:24]3[CH:28]=[CH:29][C:21]([NH:20][C:18](=[O:19])[C:17]4[CH:30]=[CH:31][C:32]([Cl:34])=[CH:33][C:16]=4[Cl:15])=[CH:22][C:23]=3[Cl:44])=[O:26])[C:7]3[CH:14]=[CH:13][CH:12]=[CH:11][C:8]=3[CH2:9]2)=[CH:3][CH:2]=1. The product is N1=CC=C2CN(C3=C(CN21)C=CC=C3)C(=O)C3=C(C=C(C=C3)NC(C3=C(C=C(C=C3)Cl)Cl)=O)Cl (N-[4-(4H-Pyrazolo[5,1-c][1,4]benzodiazepin-5(10H)-ylcarbonyl)-3-chlorophenyl]-2,4-dichlorobenzamide). Procedure details: As described for Example 518, a mixture of 0.185 g of 5,10-dihydro-4H-pyrazolo[5,1-c][1,4]benzodiazepine, 0.472 g of 4-[(2,4-dichlorobenzoyl)amino]benzoyl chloride and 0.158 g of diisopropylethylamine in 10 ml of dichloromethane is stirred at room temperature overnight to give the product (0.27 g) as a pale yellow glass; anal. calc'd: C, 58.7; H, 3.4; N, 11.0; Cl, 20.8 Found C, 57.3; H, 3.3; N, 9.5; Cl, 21.3. Reactants: N1=CC=C2CNC3=C(CN21)C=CC=C3 (5,10-dihydro-4H-pyrazolo[5,1-c][1,4]benzodiazepine), ClC1=C(C(=O)NC2=CC=C(C(=O)Cl)C=C2)C=CC(=C1)Cl (4-[(2,4-dichlorobenzoyl)amino]benzoyl chloride), C(C)(C)N(CC)C(C)C (diisopropylethylamine), ClCCl (dichloromethane). Conditions: time 8 hour.